The task is: describe an organic reaction: reactants, conditions, products, and yield. This data is from the Open Reaction Database (ORD), a public repository of structured organic reaction records. Reactants: C(C(C)(C)C)(=O)OC[C@H](C1=C(C2=C(N=C(S2)C2=CC(=CC=C2)C=2C=C3C=NN(C3=CC2)C)C=C1C)C1=CC=C(C=C1)Cl)OC(C)(C)C ((S)-2-tert-butoxy-2-(7-(4-chlorophenyl)-5-methyl-2-(3-(1-methyl-1H-indazol-5-yl)phenyl)benzo[d]thiazol-6-yl)ethyl pivalate), [OH-].[Na+] (NaOH), CCOC(=O)C (EtOAc). Solvent: C1CCOC1.CO (THF MeOH). Run at temperature 40 celsius. The product is C(C)(C)(C)O[C@H](CO)C1=C(C2=C(N=C(S2)C2=CC(=CC=C2)C=2C=C3C=NN(C3=CC2)C)C=C1C)C1=CC=C(C=C1)Cl ((S)-2-tert-butoxy-2-(7-(4-chlorophenyl)-5-methyl-2-(3-(1-methyl-1H-indazol-5-yl)phenyl)benzo[d]thiazol-6-yl)ethanol). RXN SMILES: C([O:7][CH2:8][C@@H:9]([O:43][C:44]([CH3:47])([CH3:46])[CH3:45])[C:10]1[C:34]([CH3:35])=[CH:33][C:13]2[N:14]=[C:15]([C:17]3[CH:22]=[CH:21][CH:20]=[C:19]([C:23]4[CH:24]=[C:25]5[C:29](=[CH:30][CH:31]=4)[N:28]([CH3:32])[N:27]=[CH:26]5)[CH:18]=3)[S:16][C:12]=2[C:11]=1[C:36]1[CH:41]=[CH:40][C:39]([Cl:42])=[CH:38][CH:37]=1)(=O)C(C)(C)C.[OH-].[Na+].CCOC(C)=O>C1COCC1.CO>[C:44]([O:43][C@@H:9]([C:10]1[C:34]([CH3:35])=[CH:33][C:13]2[N:14]=[C:15]([C:17]3[CH:22]=[CH:21][CH:20]=[C:19]([C:23]4[CH:24]=[C:25]5[C:29](=[CH:30][CH:31]=4)[N:28]([CH3:32])[N:27]=[CH:26]5)[CH:18]=3)[S:16][C:12]=2[C:11]=1[C:36]1[CH:37]=[CH:38][C:39]([Cl:42])=[CH:40][CH:41]=1)[CH2:8][OH:7])([CH3:47])([CH3:45])[CH3:46] |f:1.2,4.5|. Procedure details: The reaction mixture of (S)-2-tert-butoxy-2-(7-(4-chlorophenyl)-5-methyl-2-(3-(1-methyl-1H-indazol-5-yl)phenyl)benzo[d]thiazol-6-yl)ethyl pivalate (10 mg, 0.015 mmol), 2N NaOH (150 μL) in THF/MeOH (1:1, 1 mL) was heated at 40° C. After reaction finished, the reaction mixture was diluted by EtOAc, washed by sat. NaHCO3, extracted by EtOAc, the organic phase was dried over MgSO4, filtered, concentrated down and purified by silica gel column, eluting by 0-100% EtOAc in hexanes to give the product. ... Reaction SMILES: [CH3:1][S:2][CH:3]([C:8]1[S:9][CH:10]=[CH:11][CH:12]=1)[C:4]([O:6][CH3:7])=[O:5].[H-].[Na+].[H][H].[CH3:17]I.[Cl-].[NH4+]>CN(C)C=O>[CH3:1][S:2][C:3]([C:8]1[S:9][CH:10]=[CH:11][CH:12]=1)([CH3:17])[C:4]([O:6][CH3:7])=[O:5] |f:1.2,5.6|. Yield: 92.0%. Procedure: Methyl α-methylthio(2-thienyl)acetate (1.980 g) was dissolved in 20 ml of anhydrous dimethylformamide, and with stirring at room temperature, 400 mg (65% content) of sodium hydride was added, whereupon hydrogen evolved vigorously. Ten minutes later, the reaction solution was cooled with ice, and 0.75 ml of methyl iodide was added over the course of 1 minute. The mixture was stirred at room temperature for 1 hour. An aqueous solution of ammonium chloride (0.50 g/30 ml) was added, and the mixture ... Solvent: CN(C=O)C (dimethylformamide). Yields the product CSC(C(=O)OC)(C)C=1SC=CC1 (methyl α-methylthio-α-(2-thienyl)propionate). Starting materials: CI (methyl iodide), CSC(C(=O)OC)C=1SC=CC1 (Methyl α-methylthio(2-thienyl)acetate), [H-].[Na+] (sodium hydride), [H][H] (hydrogen), [Cl-].[NH4+] (ammonium chloride). Starting materials: B.C1CCOC1 (BH3.THF), C(=O)([O-])[O-].[K+].[K+] (K2CO3), ClC=1C(=NC=C(C(=O)O)C1)Cl (5,6 dichloronicotinic acid), C(C(C)C)#N (isobutyronitrile), C[Si]([N-][Si](C)(C)C)(C)C.[K+] (potassium hexamethyldisilazide). The solvent is C1CCOC1 (THF), O (water), C1(=CC=CC=C1)C (toluene), C1CCOC1 (THF). Run at temperature 60 celsius, time 8 hour. Product: ClC=1C(=NC=C(C1)CO)C(C#N)(C)C (2-(3-Chloro-5-hydroxymethyl-pyridin-2-yl)-2-methyl-propionitrile). Yield: 32.1%. RXN SMILES: [Cl:1][C:2]1[C:3](Cl)=[N:4][CH:5]=[C:6]([CH:10]=1)[C:7]([OH:9])=O.[C:12](#[N:16])[CH:13]([CH3:15])[CH3:14].C[Si](C)(C)[N-][Si](C)(C)C.[K+].B.C1COCC1.C([O-])([O-])=O.[K+].[K+]>C1COCC1.C1(C)C=CC=CC=1.O>[Cl:1][C:2]1[C:3]([C:13]([CH3:15])([CH3:14])[C:12]#[N:16])=[N:4][CH:5]=[C:6]([CH2:7][OH:9])[CH:10]=1 |f:2.3,4.5,6.7.8|. Reported procedure: To a magnetically stirring solution of 5,6 dichloronicotinic acid (2.7 g, 14.06 mmol) in THF (70.0 mL), was added isobutyronitrile (6.37 mL, 69.66 mmol) followed by potassium hexamethyldisilazide 0.5 M in toluene (70 mL). The resulting orange mixture was stirred at 60° C. overnight. Solvents were removed and residue portioned between ethyl acetate (100 mL) and 1N HCl (100 mL). The layers of the resulting reaction mixture were separated and the aqueous layer was extracted three additional times w... Starting materials: CC(=O)OC(C)=O, [Na+], [OH-], O, COc1cc2c(=O)[nH]cnc2cc1OCC(O)CN1CCCC1. Yields the product COc1cc2c(=O)[nH]cnc2cc1OCC(CN1CCCC1)OC(C)=O. Reaction SMILES: [CH3:27][C:28](=[O:29])[O:30][C:31](=[O:32])[CH3:33].[Na+:26].[OH-:25].[OH2:24].[OH:1][CH:2]([CH2:3][O:4][c:5]1[c:6]([O:16][CH3:17])[cH:7][c:8]2[c:9](=[O:15])[nH:10][cH:11][n:12][c:13]2[cH:14]1)[CH2:18][N:19]1[CH2:20][CH2:21][CH2:22][CH2:23]1>>[O:1]([CH:2]([CH2:3][O:4][c:5]1[c:6]([O:16][CH3:17])[cH:7][c:8]2[c:9](=[O:15])[nH:10][cH:11][n:12][c:13]2[cH:14]1)[CH2:18][N:19]1[CH2:20][CH2:21][CH2:22][CH2:23]1)[C:28]([CH3:27])=[O:29]. Starting materials: CC(C)(C)c1ccc(CBr)cc1, CC1(C)NN(C2C3CC4CC(C3)CC2C4)C1=O. The product is CC(C)(C)c1ccc(CN2N(C3C4CC5CC(C4)CC3C5)C(=O)C2(C)C)cc1. RXN SMILES: [C:18]([CH3:19])([CH3:20])([CH3:21])[c:22]1[cH:23][cH:24][c:25]([CH2:26][Br:27])[cH:28][cH:29]1.[CH:1]12[CH:2]([N:11]3[NH:12][C:13]([CH3:16])([CH3:17])[C:14]3=[O:15])[CH:3]3[CH2:4][CH:5]([CH2:6][CH:7]([CH2:8]1)[CH2:9]3)[CH2:10]2>>[CH:1]12[CH:2]([N:11]3[N:12]([CH2:26][c:25]4[cH:24][cH:23][c:22]([C:18]([CH3:19])([CH3:20])[CH3:21])[cH:29][cH:28]4)[C:13]([CH3:16])([CH3:17])[C:14]3=[O:15])[CH:3]3[CH2:4][CH:5]([CH2:6][CH:7]([CH2:8]1)[CH2:9]3)[CH2:10]2. Starting materials: BrCC(=O)OC(CC)CC (Bromoacetic acid, 3-pentyl ester), ice, CCOCC (ether), BrCC(=O)O (Bromoacetic acid), [K] (potassium). The solvent is CN(C=O)C (dimethylformamide). Product: BrCC(=O)OCC(=O)OC(CC)CC (Bromoacetic acid, [(3-pentyloxy)carbonyl]-methyl ester). RXN SMILES: Br[CH2:2][C:3]([O:5][CH:6]([CH2:9][CH3:10])[CH2:7][CH3:8])=[O:4].[Br:11][CH2:12][C:13]([OH:15])=[O:14].[K].CCOCC>CN(C)C=O>[Br:11][CH2:12][C:13]([O:15][CH2:2][C:3]([O:5][CH:6]([CH2:9][CH3:10])[CH2:7][CH3:8])=[O:4])=[O:14] |^1:15|. Procedure: Bromoacetic acid, 3-pentyl ester (330 g, 1.6 mole) was dissolved in 300 ml of dimethylformamide. Bromoacetic acid, potassium salt (142 g) was added portionwise with stirring and the mixture was stirred overnight. It was then poured into 1 liter of ice-cold water and 500 ml of ether was added. After washing with water, NaHCO3 solution and drying with MgSO4, the ether was evaporated. On distillation 156 g of the starting ester was recovered and 103.5 g of the title compound (boiling point 160°-162... The reactants are FC(S(=O)(=O)OC1=C(C=C(C=C1)C(C)=O)C)(F)F (4-acetyl-2-methylphenyl trifluoromethanesulfonate), CC(CN1C(N(C2=NC(=CC=C21)B(O)O)C)=O)(C)C ([1-(2,2-dimethylpropyl)-3-methyl-2-oxo-2,3-dihydro-1H-imidazo[4,5-b]pyridin-5-yl]boronic acid), C([O-])([O-])=O.[Cs+].[Cs+] (cesium carbonate). The reagents and catalysts are Cl[Cu] (CuCl), C1(=CC=CC=C1)P(C1=CC=CC=C1)[C-]1C=CC=C1.[C-]1(C=CC=C1)P(C1=CC=CC=C1)C1=CC=CC=C1.[Fe+2] (Bis(diphenylphosphino)ferrocene). Solvent: CN(C)C=O (DMF), CO (methanol). Conditions: temperature 100 celsius. Yields the product C(C)(=O)C1=CC(=C(C=C1)C1=CC=C2C(=N1)N(C(N2CC(C)(C)C)=O)C)C (5-(4-acetyl-2-methylphenyl)-1-(2,2-dimethylpropyl)-3-methyl-1,3-dihydro-2H-imidazo[4,5-b]pyridin-2-one). RXN SMILES: FC(F)(F)S(O[C:7]1[CH:12]=[CH:11][C:10]([C:13](=[O:15])[CH3:14])=[CH:9][C:8]=1[CH3:16])(=O)=O.[CH3:19][C:20]([CH3:37])([CH3:36])[CH2:21][N:22]1[C:30]2[C:25](=[N:26][C:27](B(O)O)=[CH:28][CH:29]=2)[N:24]([CH3:34])[C:23]1=[O:35].C(=O)([O-])[O-].[Cs+].[Cs+]>CN(C=O)C.CO.Cl[Cu].C1(P([C-]2C=CC=C2)C2C=CC=CC=2)C=CC=CC=1.[C-]1(P(C2C=CC=CC=2)C2C=CC=CC=2)C=CC=C1.[Fe+2]>[C:13]([C:10]1[CH:11]=[CH:12][C:7]([C:27]2[N:26]=[C:25]3[N:24]([CH3:34])[C:23](=[O:35])[N:22]([CH2:21][C:20]([CH3:19])([CH3:37])[CH3:36])[C:30]3=[CH:29][CH:28]=2)=[C:8]([CH3:16])[CH:9]=1)(=[O:15])[CH3:14] |f:2.3.4,8.9.10|. Procedure: To a microwave vial, 4-acetyl-2-methylphenyl trifluoromethanesulfonate (34-1) (40 mg, 0.14 mmol), [1-(2,2-dimethylpropyl)-3-methyl-2-oxo-2,3-dihydro-1H-imidazo[4,5-b]pyridin-5-yl]boronic acid (14-1) (56 mg, 0.22 mmol), cesium carbonate (92 mg, 0.28 mmol), CuCl (14 mg, 0.14 mmol), and Bis(diphenylphosphino)ferrocene dicholoropalladium (8 mg, 0.015 mmol) was added under nitrogen and dissolved in DMF (0.7 ml). The suspension was heated overnight at 100° C. The reaction was cooled to room temperatur... The reactants are C1(CCCCC1)=CC1=C(C=CC=C1)[N+](=O)[O-] (1-(Cyclohexylidenemethyl)-2-nitrobenzene), C(C)(=O)O (acetic acid), 10. Reagents/catalysts: [Pd] (Pd/C). Solvent: C(C)O (ethanol). Yields the product C1(CCCCC1)CC1=C(N)C=CC=C1 (2-(cyclohexylmethyl)aniline). Reaction SMILES: [C:1]1(=[CH:7][C:8]2[CH:13]=[CH:12][CH:11]=[CH:10][C:9]=2[N+:14]([O-])=O)[CH2:6][CH2:5][CH2:4][CH2:3][CH2:2]1.C(O)(=O)C>[Pd].C(O)C>[CH:1]1([CH2:7][C:8]2[CH:13]=[CH:12][CH:11]=[CH:10][C:9]=2[NH2:14])[CH2:2][CH2:3][CH2:4][CH2:5][CH2:6]1. Procedure: 1-(Cyclohexylidenemethyl)-2-nitrobenzene (3.45 g), prepared as above, glacial acetic acid (30 mL), ethanol (50 mL), and a catalytic amount of 10%Pd/C were shaken on a Parr Hydrogenator under a atmosphere of hydrogen at 23° C. for 24 h. The mixture was filtered through clay and concentrated in vacuo. The residue was chromatographed on silica gel eluting with 10% EtOAc/hexanes to give 2-(cyclohexylmethyl)aniline. Reactants: CS(=O)(=O)CCNC=1C=NC=CC1C1=C(C=CC=C1)OC(F)(F)F ((2-methanesulfonyl-ethyl)-[4-(2-trifluoromethoxy-phenyl)-pyridin-3-yl]-amine), CCN(C(C)C)C(C)C (DIPEA), FC1=C(C(=CC=C1)OC)C1=C(C=NC=C1)N(C(C1=CC(=CC(=C1)C(F)(F)F)S(=O)(=O)C)=O)CC(F)(F)F (N-[4-(2-Fluoro-6-methoxy-phenyl)-pyridin-3-yl]-3-methanesulfonyl-N-(2,2,2-trifluoro-ethyl)-5-trifluoromethyl-benzamide), FC1=C(C(=CC=C1)OC)C1=C(C=NC=C1)N(C(C1=CC(=CC(=C1)C(F)(F)F)S(=O)(=O)C)=O)CC(F)(F)F (N-[4-(2-Fluoro-6-methoxy-phenyl)-pyridin-3-yl]-3-methanesulfonyl-N-(2,2,2-trifluoro-ethyl)-5-trifluoromethyl-benzamide). Solvent: C(Cl)Cl (CH2Cl2). Yields the product CS(=O)(=O)C=1C=C(C(=O)N(C=2C=NC=CC2C2=C(C=CC=C2)OC(F)(F)F)CCS(=O)(=O)C)C=C(C1)C(F)(F)F (3-Methanesulfonyl-N-(2-methanesulfonyl-ethyl)-N-[4-(2-trifluoromethoxy-phenyl)-pyridin-3-yl]-5-trifluoromethyl-benzamide). Yield: 13.0%. RXN SMILES: [CH3:1][S:2]([CH2:5][CH2:6][NH:7][C:8]1[CH:9]=[N:10][CH:11]=[CH:12][C:13]=1[C:14]1[CH:19]=[CH:18][CH:17]=[CH:16][C:15]=1[O:20][C:21]([F:24])([F:23])[F:22])(=[O:4])=[O:3].CCN(C(C)C)C(C)C.FC1C=CC=C(OC)C=1C1C=CN=CC=1N(CC(F)(F)F)[C:50](=[O:65])[C:51]1[CH:56]=[C:55]([C:57]([F:60])([F:59])[F:58])[CH:54]=[C:53]([S:61]([CH3:64])(=[O:63])=[O:62])[CH:52]=1>C(Cl)Cl>[CH3:64][S:61]([C:53]1[CH:52]=[C:51]([CH:56]=[C:55]([C:57]([F:58])([F:59])[F:60])[CH:54]=1)[C:50]([N:7]([CH2:6][CH2:5][S:2]([CH3:1])(=[O:4])=[O:3])[C:8]1[CH:9]=[N:10][CH:11]=[CH:12][C:13]=1[C:14]1[CH:19]=[CH:18][CH:17]=[CH:16][C:15]=1[O:20][C:21]([F:23])([F:24])[F:22])=[O:65])(=[O:63])=[O:62]. Reported procedure: The title compound was prepared in analogy to example 72, intermediate, from (2-methanesulfonyl-ethyl)-[4-(2-trifluoromethoxy-phenyl)-pyridin-3-yl]-amine, DIPEA and 3-methanesulfonyl-5-trifluoromethyl-benzoyl chloride (example 223, intermediate d) in CH2Cl2 after a reaction time of 12 hours at 25° C. The crude thus obtained was purified by preparative HPLC (ammonium acetate/acetonitrile) to furnish the title compound as an off-white solid (15 mg, 13%). MS (ESI): m/z=611.2 [M+H]+.